Dataset: the Open Reaction Database (ORD), a public repository of structured organic reaction records. Task: describe an organic reaction: reactants, conditions, products, and yield Starting materials: BrC=1C(=NC=NC1C(F)(F)F)O (5-bromo-4-hydroxy-6-trifluoromethylpyrimidine), P(=O)(Cl)(Cl)Cl (phosphorus oxychloride), O (water). The solvent is C(Cl)(Cl)Cl (chloroform). Run at temperature 100 celsius, time 2 hour. Yields the product BrC=1C(=NC=NC1C(F)(F)F)Cl (5-bromo-4-chloro-6-trifluoromethylpyrimidine). Yield: 82.2%. As a reaction SMILES: [Br:1][C:2]1[C:3](O)=[N:4][CH:5]=[N:6][C:7]=1[C:8]([F:11])([F:10])[F:9].P(Cl)(Cl)([Cl:15])=O.O>C(Cl)(Cl)Cl>[Br:1][C:2]1[C:3]([Cl:15])=[N:4][CH:5]=[N:6][C:7]=1[C:8]([F:11])([F:10])[F:9]. Procedure: 24.3 g (100.0 mmoles) of 5-bromo-4-hydroxy-6-trifluoromethylpyrimidine was suspended in 18.5 g (120.0 mmoles) of phosphorus oxychloride. The suspension was stirred at 100° C. for 2 hours to give rise to a reaction. After confirmation of the completion of the reaction, the reaction mixture was gradually poured into water and extraction with chloroform was conducted. The resulting organic layer was washed with water and an aqueous sodium chloride solution in this order and then dried over anhydrou... Reactants: COc1cc(CN2CCCC2=O)cc(OC)c1OC, [Li]C(C)CC, Fc1ccc(CBr)cc1, C1CCOC1, O. The product is COc1cc(CN2CCC(Cc3ccc(F)cc3)C2=O)cc(OC)c1OC. RXN SMILES: [CH3:1][O:2][c:3]1[cH:4][c:5]([CH2:6][N:7]2[C:8](=[O:12])[CH2:9][CH2:10][CH2:11]2)[cH:13][c:14]([O:18][CH3:19])[c:15]1[O:16][CH3:17].[CH:25]([Li:26])([CH2:27][CH3:28])[CH3:29].[F:30][c:31]1[cH:32][cH:33][c:34]([CH2:35][Br:36])[cH:37][cH:38]1.[O:20]1[CH2:21][CH2:22][CH2:23][CH2:24]1.[OH2:39]>>[CH3:1][O:2][c:3]1[cH:4][c:5]([CH2:6][N:7]2[C:8](=[O:12])[CH:9]([CH2:35][c:34]3[cH:33][cH:32][c:31]([F:30])[cH:38][cH:37]3)[CH2:10][CH2:11]2)[cH:13][c:14]([O:18][CH3:19])[c:15]1[O:16][CH3:17]. Reactants: C(C1=CC=CC=C1)OCC(=O)C1=C(C(=O)O)C=C(C=C1)OC (2-(2-benzyloxyacetyl)-5-methoxybenzoic acid), O.NN (hydrazine hydrate). Yields the product C(C1=CC=CC=C1)OCC1=NNC(C2=CC(=CC=C12)OC)=O (4-Benzyloxymethyl-7-methoxy-2H-phthalazin-1-one). As a reaction SMILES: [CH2:1]([O:8][CH2:9][C:10]([C:12]1[CH:20]=[CH:19][C:18]([O:21][CH3:22])=[CH:17][C:13]=1[C:14](O)=[O:15])=O)[C:2]1[CH:7]=[CH:6][CH:5]=[CH:4][CH:3]=1.O.[NH2:24][NH2:25]>>[CH2:1]([O:8][CH2:9][C:10]1[C:12]2[C:13](=[CH:17][C:18]([O:21][CH3:22])=[CH:19][CH:20]=2)[C:14](=[O:15])[NH:25][N:24]=1)[C:2]1[CH:7]=[CH:6][CH:5]=[CH:4][CH:3]=1 |f:1.2|. Procedure details: This compound is obtained according to the procedure described in 1.2. by reacting 2-(2-benzyloxyacetyl)-5-methoxybenzoic acid with hydrazine hydrate. Starting materials: BrC1=CC=C(C=C1)[C@H](C)N1C(O[C@@](CC1)(CCO)C1=CC=C(C=C1)F)=O ((S)-3-((S)-1-(4-bromophenyl)ethyl)-6-(4-fluorophenyl)-6-(2-hydroxyethyl)-1,3-oxazinan-2-one), CC1=NC=CC(=C1)B(O)O (2-methylpyridine-4-boronic acid). Product: FC1=CC=C(C=C1)[C@]1(CCN(C(O1)=O)[C@@H](C)C1=CC=C(C=C1)C1=CC(=NC=C1)C)CCO ((S)-6-(4-fluorophenyl)-6-(2-hydroxyethyl)-3-((S)-1-(4-(2-methylpyridin-4-yl)phenyl)ethyl)-1,3-oxazinan-2-one). As a reaction SMILES: Br[C:2]1[CH:7]=[CH:6][C:5]([C@@H:8]([N:10]2[CH2:15][CH2:14][C@@:13]([C:19]3[CH:24]=[CH:23][C:22]([F:25])=[CH:21][CH:20]=3)([CH2:16][CH2:17][OH:18])[O:12][C:11]2=[O:26])[CH3:9])=[CH:4][CH:3]=1.[CH3:27][C:28]1[CH:33]=[C:32](B(O)O)[CH:31]=[CH:30][N:29]=1>>[F:25][C:22]1[CH:23]=[CH:24][C:19]([C@:13]2([CH2:16][CH2:17][OH:18])[O:12][C:11](=[O:26])[N:10]([C@H:8]([C:5]3[CH:6]=[CH:7][C:2]([C:32]4[CH:31]=[CH:30][N:29]=[C:28]([CH3:27])[CH:33]=4)=[CH:3][CH:4]=3)[CH3:9])[CH2:15][CH2:14]2)=[CH:20][CH:21]=1. Procedure: The title compound was prepared from (S)-3-((S)-1-(4-bromophenyl)ethyl)-6-(4-fluorophenyl)-6-(2-hydroxyethyl)-1,3-oxazinan-2-one and 2-methylpyridine-4-boronic acid following a procedure analogous to that described in Example 1 Step 2. LC-MS Method 2 tR=0.945 min, m/z=435.5; 1H NMR (CD3OD) 1.56 (d, 3H), 1.92 (m, 1H), 2.01 (m, 1H), 2.17 (m, 2H), 2.36 (m, 2H), 2.48 (m, 1H), 2.56 (m, 3H), 3.12 (m, 1H), 3.62 (m, 1H), 5.62 (m, 1H), 7.05 (m, 4H), 7.30 (m, 2H), 7.44 (m, 1H), 7.54 (m, 3H), 8.39 (s, 2H). Reactants: C#CCBr, c1ccc2c3c([nH]c2c1)CCCC3, CN(C)C=O, O. Product: C#CCn1c2c(c3ccccc31)CCCC2. Reaction SMILES: [CH2:14]([C:15]#[CH:16])[Br:17].[CH2:1]1[CH2:2][CH2:3][CH2:4][c:5]2[c:6]3[cH:7][cH:8][cH:9][cH:10][c:11]3[nH:12][c:13]21.[CH3:18][N:19]([CH3:20])[CH:21]=[O:22].[OH2:23]>>[CH2:1]1[CH2:2][CH2:3][CH2:4][c:5]2[c:6]3[cH:7][cH:8][cH:9][cH:10][c:11]3[n:12]([CH2:16][C:15]#[CH:14])[c:13]21. Reactants: CC(=O)OCC(=CC(=O)OC(C)(C)C)COC(C)=O, ClCCl, O=C(O)C(F)(F)F. Product: CC(=O)OCC(=CC(=O)O)COC(C)=O, O=C(O)C(F)(F)F. As a reaction SMILES: [C:1]([CH3:2])(=[O:3])[O:4][CH2:5][C:6](=[CH:7][C:8](=[O:9])[O:10][C:11]([CH3:12])([CH3:13])[CH3:14])[CH2:15][O:16][C:17]([CH3:18])=[O:19].[Cl:27][CH2:28][Cl:29].[F:20][C:21]([C:22](=[O:23])[OH:24])([F:25])[F:26]>>[C:1]([CH3:2])(=[O:3])[O:4][CH2:5][C:6](=[CH:7][C:8](=[O:9])[OH:10])[CH2:15][O:16][C:17]([CH3:18])=[O:19].[F:20][C:21]([C:22](=[O:23])[OH:24])([F:25])[F:26].